This data is from the Open Reaction Database (ORD), a public repository of structured organic reaction records. The task is: describe an organic reaction: reactants, conditions, products, and yield Reactants: [BH4-], CC(O[Si](C)(C)C(C)(C)C)c1ncc(C=O)o1, CO, N#N, [Na+], O. Product: CC(O[Si](C)(C)C(C)(C)C)c1ncc(CO)o1. Reaction SMILES: [BH4-:20].[C:3]([CH3:4])([CH3:5])([CH3:6])[Si:7]([O:8][CH:9]([CH3:10])[c:11]1[o:12][c:13]([CH:16]=[O:17])[cH:14][n:15]1)([CH3:18])[CH3:19].[CH3:23][OH:24].[N:1]#[N:2].[Na+:21].[OH2:22]>>[C:3]([CH3:4])([CH3:5])([CH3:6])[Si:7]([O:8][CH:9]([CH3:10])[c:11]1[o:12][c:13]([CH2:16][OH:17])[cH:14][n:15]1)([CH3:18])[CH3:19]. Reactants: BrC1=CC=C2C(=C1)NC(C21CSC1)=O (6-bromospiro[indoline-3,3′-thietan]-2-one), [H-].COCCO[Al+]OCCOC.[Na+].[H-] (sodium bis(2-methoxyethoxy)aluminium hydride). The solvent is C1(=CC=CC=C1)C (toluene). Reaction conditions: temperature 80 celsius, time 40 minute. Yields the product BrC1=CC=C2C(=C1)NCC21CSC1 (6-bromo-1,2-dihydrospiro[indole-3,3′-thietane]). As a reaction SMILES: [Br:1][C:2]1[CH:7]=[C:6]2[NH:8][C:9](=O)[C:10]3([CH2:13][S:12][CH2:11]3)[C:5]2=[CH:4][CH:3]=1.[H-].COCCO[Al+]OCCOC.[Na+].[H-]>C1(C)C=CC=CC=1>[Br:1][C:2]1[CH:7]=[C:6]2[NH:8][CH2:9][C:10]3([CH2:13][S:12][CH2:11]3)[C:5]2=[CH:4][CH:3]=1 |f:1.2.3.4|. Procedure: To a solution of 6-bromospiro[indoline-3,3′-thietan]-2-one (0.260 g, 0.962 mmol) in toluene (39 mL) was added sodium bis(2-methoxyethoxy)aluminium hydride (60% in toluene, 1.47 mL, 4.81 mmol) dropwise under an atmosphere of argon gas. The solution was stirred at 80° C. for 40 min, cooled in an ice bath, quenched with aqueous 2N NaOH and treated with EtOAc. The combined organic extracts were dried over MgSO4 and concentrated in vacuo to give 6-bromo-1,2-dihydrospiro[indole-3,3′-thietane] as a tan... The reactants are CC(C)C[Al+]CC(C)C, Cc1ccccc1, [H-], CCOC(=O)C1CCC(N2CCC(n3c(=O)[nH]c4ccccc43)CC2)CC1. Yields the product O=CC1CCC(N2CCC(n3c(=O)[nH]c4ccccc43)CC2)CC1. RXN SMILES: [CH2:29]([Al+:30][CH2:31][CH:32]([CH3:33])[CH3:34])[CH:35]([CH3:36])[CH3:37].[CH3:38][c:39]1[cH:40][cH:41][cH:42][cH:43][cH:44]1.[H-:28].[O:1]=[c:2]1[nH:3][c:4]2[c:5]([n:6]1[CH:7]1[CH2:8][CH2:9][N:10]([CH:13]3[CH2:14][CH2:15][CH:16]([C:19](=[O:20])[O:21][CH2:22][CH3:23])[CH2:17][CH2:18]3)[CH2:11][CH2:12]1)[cH:24][cH:25][cH:26][cH:27]2>>[O:1]=[c:2]1[nH:3][c:4]2[c:5]([n:6]1[CH:7]1[CH2:8][CH2:9][N:10]([CH:13]3[CH2:14][CH2:15][CH:16]([CH:19]=[O:20])[CH2:17][CH2:18]3)[CH2:11][CH2:12]1)[cH:24][cH:25][cH:26][cH:27]2. The reactants are C1COCCO1, CCCC1C(CC2CCCCC2)C(=O)N1OC1CCCCO1, [Na+], [Na+], [OH-], O=S(=O)([O-])O. The product is CCCC(NOC1CCCCO1)C(CC1CCCCC1)C(=O)O. RXN SMILES: [CH2:31]1[O:32][CH2:33][CH2:34][O:35][CH2:36]1.[CH:1]1([CH2:7][CH:8]2[C:9](=[O:22])[N:10]([O:15][CH:16]3[O:17][CH2:18][CH2:19][CH2:20][CH2:21]3)[CH:11]2[CH2:12][CH2:13][CH3:14])[CH2:2][CH2:3][CH2:4][CH2:5][CH2:6]1.[Na+:24].[Na+:30].[OH-:23].[S:25]([O-:26])(=[O:27])(=[O:28])[OH:29]>>[CH:1]1([CH2:7][CH:8]([C:9]([OH:22])=[O:26])[CH:11]([NH:10][O:15][CH:16]2[O:17][CH2:18][CH2:19][CH2:20][CH2:21]2)[CH2:12][CH2:13][CH3:14])[CH2:2][CH2:3][CH2:4][CH2:5][CH2:6]1. The reactants are FC1=CC=C(C=C1)N1[N+](=CC(=N1)C)[O-] (2-(4-Fluorophenyl)-4-methyl-2H-1,2,3-triazole 1-oxide), FC1=CC=C(C=C1)N1[N+](=CC(=N1)C)[O-] (2-(4-fluorophenyl)-4-methyl-2H-1,2,3-triazole 1-oxide), C(C)(=O)OC(C)=O (acetic anhydride). Yields the product C(C)(=O)OC1=NN(N=C1C)C1=CC=C(C=C1)F (2-(4-fluorophenyl)-5-methyl-2H-1,2,3-triazol-4-yl acetate). As a reaction SMILES: [F:1][C:2]1[CH:7]=[CH:6][C:5]([N:8]2[N:12]=[C:11]([CH3:13])[CH:10]=[N+:9]2[O-])=[CH:4][CH:3]=1.[C:15]([O:18]C(=O)C)(=[O:17])[CH3:16]>>[C:15]([O:18][C:10]1[C:11]([CH3:13])=[N:12][N:8]([C:5]2[CH:6]=[CH:7][C:2]([F:1])=[CH:3][CH:4]=2)[N:9]=1)(=[O:17])[CH3:16]. Procedure details: 2-(4-Fluorophenyl)-4-methyl-2H-1,2,3-triazole 1-oxide (i.e. the product of Step A, 6.6 g, 34 mmol) was added to acetic anhydride (47 mL, 500 mmol), and the reaction mixture was stirred at reflux for 28 h. The reaction was concentrated under reduced pressure. The residue was taken up in ethyl acetate, washed successively with water and saturated aqueous sodium chloride solution, dried with magnesium sulfate and concentrated under reduced pressure to afford the title compound (7.8 g) as a beige so... Product: ClC1=CNC2=CC(=CC=C12)C(=O)NC(COCC1CCNCC1)C1=CC=NC=C1 (3-Chloro-N-[1-(4-pyridinyl)-2-(piperidin-4-ylmethoxy)ethyl]-1H-indole-6-carboxamide). As a reaction SMILES: C1(OC)C=CC=CC=1.C(OC([N:16]1[CH2:21][CH2:20][CH:19]([CH2:22][O:23][CH2:24][CH:25]([NH:32][C:33]([C:35]2[CH:43]=[C:42]3[C:38]([C:39]([Cl:44])=[CH:40][NH:41]3)=[CH:37][CH:36]=2)=[O:34])[C:26]2[CH:31]=[CH:30][N:29]=[CH:28][CH:27]=2)[CH2:18][CH2:17]1)=O)(C)(C)C>>[Cl:44][C:39]1[C:38]2[C:42](=[CH:43][C:35]([C:33]([NH:32][CH:25]([C:26]3[CH:31]=[CH:30][N:29]=[CH:28][CH:27]=3)[CH2:24][O:23][CH2:22][CH:19]3[CH2:18][CH2:17][NH:16][CH2:21][CH2:20]3)=[O:34])=[CH:36][CH:37]=2)[NH:41][CH:40]=1. Procedure: Using deprotection method B, but without addition of anisole, 4-{2-[(3-chloro-1H-indole-6-carbonyl)amino]-2-(4-pyridinyl)ethoxymethyl}piperidine-1-carboxylic acid tert-butyl ester (83 mg, 0.16 mmol) afforded 67 mg (100%) of the title compound as a crude residue, which was used without further purification. Isolated yield 101.4%. Starting materials: crude residue, C1(=CC=CC=C1)OC (anisole), C(C)(C)(C)OC(=O)N1CCC(CC1)COCC(C1=CC=NC=C1)NC(=O)C1=CC=C2C(=CNC2=C1)Cl (4-{2-[(3-chloro-1H-indole-6-carbonyl)amino]-2-(4-pyridinyl)ethoxymethyl}piperidine-1-carboxylic acid tert-butyl ester). Reaction SMILES: FC(F)(F)S(O[C:7]1[C:8]([C:18](=[O:20])[CH3:19])=[CH:9][C:10]([Cl:17])=[C:11]2[C:16]=1[N:15]=[CH:14][CH:13]=[CH:12]2)(=O)=O.Cl.[CH3:24][O:25][CH:26]1[CH2:31][CH2:30][NH:29][CH2:28][CH2:27]1.C1(P(C2C=CC=CC=2)C2C=CC3C(=CC=CC=3)C=2C2C3C(=CC=CC=3)C=CC=2P(C2C=CC=CC=2)C2C=CC=CC=2)C=CC=CC=1.C(=O)([O-])[O-].[Cs+].[Cs+]>O1CCCC1.ClCCl.C([O-])(=O)C.[Pd+2].C([O-])(=O)C>[Cl:17][C:10]1[CH:9]=[C:8]([C:18](=[O:20])[CH3:19])[C:7]([N:29]2[CH2:30][CH2:31][CH:26]([O:25][CH3:24])[CH2:27][CH2:28]2)=[C:16]2[C:11]=1[CH:12]=[CH:13][CH:14]=[N:15]2 |f:1.2,4.5.6,9.10.11|. Reagents/catalysts: C(C)(=O)[O-].[Pd+2].C(C)(=O)[O-] (palladium acetate). Starting materials: FC(S(=O)(=O)OC=1C(=CC(=C2C=CC=NC12)Cl)C(C)=O)(F)F (7-Acetyl-5-chloroquinolin-8-yl trifluoromethanesulfonate), Cl.COC1CCNCC1 (4-methoxypiperidine hydrochloride), C1(=CC=CC=C1)P(C1=C(C2=CC=CC=C2C=C1)C1=C(C=CC2=CC=CC=C12)P(C1=CC=CC=C1)C1=CC=CC=C1)C1=CC=CC=C1 (2,2′-bis(diphenylphosphino)-1,1′-binaphthyl), C([O-])([O-])=O.[Cs+].[Cs+] (cesium carbonate). Yield: 19.0%. The solvent is O1CCCC1 (tetrahydrofuran), ClCCl (dichloromethane). Product: ClC1=C2C=CC=NC2=C(C(=C1)C(C)=O)N1CCC(CC1)OC (1-[5-Chloro-8-(4-methoxypiperidin-1-yl)quinolin-7-yl]ethanone). Procedure details: A stirred mixture of 7-acetyl-5-chloroquinolin-8-yl trifluoromethanesulfonate (0.12 g, 0.34 mmol, from Example 47, Step 2), 4-methoxypiperidine hydrochloride (0.062 g, 0.41 mmol), palladium acetate (1.5 mg, 0.0067 mmol), (S)-(+2,2′-bis(diphenylphosphino)-1,1′-binaphthyl (6.3 mg, 0.010 mmol), and cesium carbonate (0.42 g, 1.3 mmol) in tetrahydrofuran (4 mL) was heated at 65° C. overnight. The mixture was cooled, diluted with dichloromethane and filtered. The filtrate was washed with brine, dried ...